Task: describe an organic reaction: reactants, conditions, products, and yield. Dataset: the Open Reaction Database (ORD), a public repository of structured organic reaction records The reactants are C(C)(=O)OCC (ethyl acetate), [H-].[Na+] (Sodium hydride), N=1N=CN(C1)NC1=CC=C(C#N)C=C1 (4-([1,2,4]triazol-4-ylamino)-benzonitrile), C(C1=CC=CC=C1)OC1=C(C=C(C=C1)CCl)C(F)(F)F (1-benzyloxy-4-chloromethyl-2-trifluoromethyl-benzene). Run in O (water), CN(C)C=O (DMF). Conditions: time 8 hour. The product is C(C1=CC=CC=C1)OC1=C(C=C(CN(C2=CC=C(C#N)C=C2)N2C=NN=C2)C=C1)C(F)(F)F (4-[(4-Benzyloxy-3-trifluoromethyl-benzyl)-[1,2,4]triazol-4-yl-amino]-benzonitrile). As a reaction SMILES: [H-].[Na+].[N:3]1[N:4]=[CH:5][N:6]([NH:8][C:9]2[CH:16]=[CH:15][C:12]([C:13]#[N:14])=[CH:11][CH:10]=2)[CH:7]=1.[CH2:17]([O:24][C:25]1[CH:30]=[CH:29][C:28]([CH2:31]Cl)=[CH:27][C:26]=1[C:33]([F:36])([F:35])[F:34])[C:18]1[CH:23]=[CH:22][CH:21]=[CH:20][CH:19]=1.C(OCC)(=O)C>CN(C=O)C.O>[CH2:17]([O:24][C:25]1[CH:30]=[CH:29][C:28]([CH2:31][N:8]([N:6]2[CH:5]=[N:4][N:3]=[CH:7]2)[C:9]2[CH:10]=[CH:11][C:12]([C:13]#[N:14])=[CH:15][CH:16]=2)=[CH:27][C:26]=1[C:33]([F:34])([F:36])[F:35])[C:18]1[CH:19]=[CH:20][CH:21]=[CH:22][CH:23]=1 |f:0.1|. Reported procedure: Sodium hydride (60%, 200 mg, 5.0 mmol) was added to a solution of 4-([1,2,4]triazol-4-ylamino)-benzonitrile (926 mg, 5.0 mmol) in DMF (50 mL) at room temperature. The mixture was stirred for 1 h at this temperature and 1-benzyloxy-4-chloromethyl-2-trifluoromethyl-benzene (CAB03050, 1.50 g, 5.0 mmol) was added. The reaction mixture was stirred overnight and ethyl acetate (100 mL) and water (30 mL) were added. The mixture was transferred into a separation funnel and washed with water (2×30 mL) and... The reactants are C1(=CC=CC=C1)C(C#N)(Cl)C1=CC=CC=C1 (diphenyl-chloroacetonitrile), N1C=NC=C1 (imidazole), O (water). Run in C(C)#N (acetonitrile). Product: C1(=CC=CC=C1)C(C#N)(C=1NC=CN1)C1=CC=CC=C1 (Diphenyl-imidazolyl-acetonitrile), diphenyl-imidazolyl-acetic acid nitrile. Reaction SMILES: [C:1]1([C:7]([C:11]2[CH:16]=[CH:15][CH:14]=[CH:13][CH:12]=2)(Cl)[C:8]#[N:9])[CH:6]=[CH:5][CH:4]=[CH:3][CH:2]=1.[NH:17]1[CH:21]=[CH:20][N:19]=[CH:18]1.O>C(#N)C>[C:1]1([C:7]([C:11]2[CH:16]=[CH:15][CH:14]=[CH:13][CH:12]=2)([C:18]2[NH:17][CH:21]=[CH:20][N:19]=2)[C:8]#[N:9])[CH:6]=[CH:5][CH:4]=[CH:3][CH:2]=1. Reported procedure: 5.9 g diphenyl-chloroacetonitrile (prepared from diphenyl-chloroacetamide, Ber. 41, 3593 by heating in phosphorus oxychloride; b.p. 130°C./0.4 mm Hg) are heated with 5 g imidazole in 50 ml acetonitrile at boiling temperature for 18 hours. After treating with 20 ml of water, the mixture is extracted with methylene chloride. The solvent is distilled off after drying in a vacuum. The solid residue is recrystallized from ethyl acetate/petroleum ether. Diphenyl-imidazolyl-acetonitrile i.e. diphenyl-i...